Task: describe an organic reaction: reactants, conditions, products, and yield. Dataset: the Open Reaction Database (ORD), a public repository of structured organic reaction records The reactants are C(C)OC(COC1=CC=C(C=C1)C(=C1CC(CC(C1)(C)C)(C)C)C1=CC=C(C=C1)F)=O (ethyl({4-[(4-fluorophenyl)(3,3,5,5-tetramethylcyclohexylidene)methyl]phenyl}oxy)acetate), [OH-].[Na+] (NaOH), Cl (HCl). The solvent is C1CCOC1.CCO (THF EtOH). Product: FC1=CC=C(C=C1)C(C1=CC=C(C=C1)OCC(=O)O)=C1CC(CC(C1)(C)C)(C)C (({4-[(4-Fluorophenyl)(3,3,5,5-tetramethylcyclohexylidene)methyl]phenyl}oxy)acetic acid). Yield: 92.7%. RXN SMILES: C([O:3][C:4](=[O:31])[CH2:5][O:6][C:7]1[CH:12]=[CH:11][C:10]([C:13]([C:24]2[CH:29]=[CH:28][C:27]([F:30])=[CH:26][CH:25]=2)=[C:14]2[CH2:19][C:18]([CH3:21])([CH3:20])[CH2:17][C:16]([CH3:23])([CH3:22])[CH2:15]2)=[CH:9][CH:8]=1)C.[OH-].[Na+].Cl>C1COCC1.CCO>[F:30][C:27]1[CH:28]=[CH:29][C:24]([C:13](=[C:14]2[CH2:15][C:16]([CH3:23])([CH3:22])[CH2:17][C:18]([CH3:21])([CH3:20])[CH2:19]2)[C:10]2[CH:11]=[CH:12][C:7]([O:6][CH2:5][C:4]([OH:31])=[O:3])=[CH:8][CH:9]=2)=[CH:25][CH:26]=1 |f:1.2,4.5|. Reported procedure: A solution of ethyl({4-[(4-fluorophenyl)(3,3,5,5-tetramethylcyclohexylidene)methyl]phenyl}oxy)acetate (10) (0.290 g, 0.68 mmol) in THF/EtOH (1:1, 8 mL) was treated with 1 N NaOH (4 mL) at 70° C. for 1 h. The reaction mixture was acidified with 20% aqueous HCl, and then extracted with EtOAc. The organic layer was washed with brine, dried (Na2SO4), and concentrated under reduced pressure to afford the crude product. The product was purified by flash column chromatography with chloroform and methan... Reactants: O=C(c1ncc[nH]1)c1ncc[nH]1, ClCCl, NC1(CO)CCN(Cc2ccccc2)CC1. The product is O=C1NC2(CCN(Cc3ccccc3)CC2)CO1. As a reaction SMILES: [C:17](=[O:18])([c:19]1[nH:20][cH:21][cH:22][n:23]1)[c:24]1[nH:25][cH:26][cH:27][n:28]1.[Cl:29][CH2:30][Cl:31].[NH2:1][C:2]1([CH2:15][OH:16])[CH2:3][CH2:4][N:5]([CH2:8][c:9]2[cH:10][cH:11][cH:12][cH:13][cH:14]2)[CH2:6][CH2:7]1>>[NH:1]1[C:2]2([CH2:3][CH2:4][N:5]([CH2:8][c:9]3[cH:10][cH:11][cH:12][cH:13][cH:14]3)[CH2:6][CH2:7]2)[CH2:15][O:16][C:17]1=[O:18].